This data is from the Open Reaction Database (ORD), a public repository of structured organic reaction records. The task is: describe an organic reaction: reactants, conditions, products, and yield The reactants are SC=1SC2=C(N1)C1=CC=CC(=C1CC2)OCCC(=O)OCC (ethyl 3-[(2-mercapto-4,5-dihydronaphtho[1,2-d]thiazol-6-yl)oxy]propionate), [Br-].C1(=CC=CC=C1)CC1=CC=CC=C1 (diphenylmethane bromide). Product: C1(=CC=CC=C1)C(SC=1SC2=C(N1)C1=CC=CC(=C1CC2)OCCC(=O)O)C2=CC=CC=C2 (3-[(2-Diphenylmethylthio-4,5-dihydronaphtho[1,2-d]thiazol-6-yl)oxy]propionic Acid). The yield is 39.0%. RXN SMILES: [SH:1][C:2]1[S:3][C:4]2[CH2:14][CH2:13][C:12]3[C:7](=[CH:8][CH:9]=[CH:10][C:11]=3[O:15][CH2:16][CH2:17][C:18]([O:20]CC)=[O:19])[C:5]=2[N:6]=1.[Br-].[C:24]1([CH2:30][C:31]2[CH:36]=[CH:35][CH:34]=[CH:33][CH:32]=2)[CH:29]=[CH:28][CH:27]=[CH:26][CH:25]=1>>[C:24]1([CH:30]([C:31]2[CH:32]=[CH:33][CH:34]=[CH:35][CH:36]=2)[S:1][C:2]2[S:3][C:4]3[CH2:14][CH2:13][C:12]4[C:7](=[CH:8][CH:9]=[CH:10][C:11]=4[O:15][CH2:16][CH2:17][C:18]([OH:20])=[O:19])[C:5]=3[N:6]=2)[CH:29]=[CH:28][CH:27]=[CH:26][CH:25]=1 |f:1.2|. Procedure: Using ethyl 3-[(2-mercapto-4,5-dihydronaphtho[1,2-d]thiazol-6-yl)oxy]propionate and diphenylmethane bromide, the procedure of Example 21 was otherwise repeated to synthesize the title compound. Yield 39%. The product is C(C1=CC=CC=C1)OC1=CC=CC(=N1)C=1C=CC=2N(C1)C=C(N2)C(=O)NC2=CC=CC=C2 (6-(6-benzyloxypyrid-2-yl)-N-phenylimidazo[1,2-a]pyridine-2-carboxamide). Reagents/catalysts: C1=CC=C(C=C1)P([C-]2C=CC=C2)C3=CC=CC=C3.C1=CC=C(C=C1)P([C-]2C=CC=C2)C3=CC=CC=C3.Cl[Pd]Cl.[Fe+2] ([1,1′-bis(diphenylphosphino)ferrocene]dichloropalladium). Reaction conditions: temperature 110 celsius. Solvent: O1CCOCC1 (dioxane), O (water). As a reaction SMILES: [CH2:1]([O:8][C:9]1[CH:14]=[CH:13][CH:12]=[C:11](Br)[N:10]=1)[C:2]1[CH:7]=[CH:6][CH:5]=[CH:4][CH:3]=1.C(=O)([O-])[O-].[Cs+].[Cs+].Br.[C:23]1([NH:29][C:30]([C:32]2[N:33]=[C:34]3[CH:39]=[CH:38][C:37](B4OC(C)(C)C(C)(C)O4)=[CH:36][N:35]3[CH:49]=2)=[O:31])[CH:28]=[CH:27][CH:26]=[CH:25][CH:24]=1>O1CCOCC1.O.C1C=CC(P(C2C=CC=CC=2)[C-]2C=CC=C2)=CC=1.C1C=CC(P(C2C=CC=CC=2)[C-]2C=CC=C2)=CC=1.Cl[Pd]Cl.[Fe+2]>[CH2:1]([O:8][C:9]1[N:10]=[C:11]([C:37]2[CH:38]=[CH:39][C:34]3[N:35]([CH:49]=[C:32]([C:30]([NH:29][C:23]4[CH:28]=[CH:27][CH:26]=[CH:25][CH:24]=4)=[O:31])[N:33]=3)[CH:36]=2)[CH:12]=[CH:13][CH:14]=1)[C:2]1[CH:7]=[CH:6][CH:5]=[CH:4][CH:3]=1 |f:1.2.3,4.5,8.9.10.11|. The yield is 75.4%. The reactants are C(C1=CC=CC=C1)OC1=NC(=CC=C1)Br (2-benzyloxy-6-bromopyridine), C([O-])([O-])=O.[Cs+].[Cs+] (caesium carbonate), Br.C1(=CC=CC=C1)NC(=O)C=1N=C2N(C=C(C=C2)B2OC(C(O2)(C)C)(C)C)C1 (N-phenyl-6-(4,4,5,5-tetramethyl-1,3,2-dioxaborolan-2-yl)imidazo[1,2-a]pyridine-2-carboxamide hydrobromide). Procedure: To a solution of 250 mg of 2-benzyloxy-6-bromopyridine in 12 mL of dioxane are added a solution of 1.234 g of caesium carbonate in 3 mL of water, 34.6 mg of [1,1′-bis(diphenylphosphino)ferrocene]dichloropalladium and then 546 mg of N-phenyl-6-(4,4,5,5-tetramethyl-1,3,2-dioxaborolan-2-yl)imidazo[1,2-a]pyridine-2-carboxamide hydrobromide (1:1). The mixture is heated at 110° C. for 2 hours 45 minutes, and then cooled and filtered. The solid is washed with a small amount of methanol and then with di... Solvent: O1CCCC1 (tetrahydrofuran). RXN SMILES: Cl[C:2]([O:4][CH3:5])=[O:3].[Cl:6][C:7]1[CH:8]=[CH:9][C:10]([OH:30])=[C:11]([CH:29]=1)[C:12]([NH:14][C:15]1[CH:20]=[C:19]([C:21]([F:24])([F:23])[F:22])[CH:18]=[C:17]([C:25]([F:28])([F:27])[F:26])[CH:16]=1)=[O:13].O>O1CCCC1>[Cl:6][C:7]1[CH:8]=[CH:9][C:10]([O:30][C:2]([O:4][CH3:5])=[O:3])=[C:11]([CH:29]=1)[C:12]([NH:14][C:15]1[CH:20]=[C:19]([C:21]([F:24])([F:23])[F:22])[CH:18]=[C:17]([C:25]([F:26])([F:27])[F:28])[CH:16]=1)=[O:13]. Procedure details: Methyl chloroformate(42 μL, 0.54 mmol) was added to a solution of 5-chloro-2-hydroxy-N-[3,5-bis(trifluoromethyl)phenyl]benzamide 1 sodium salt(200 mg, 0.49 mmol) in tetrahydrofuran(5 mL) under ice cooling, and the mixture was stirred at room temperature for 10 minutes. The reaction mixture was poured into water and extracted with ethyl acetate. After the ethyl acetate layer was washed successively with water and brine, dried over anhydrous sodium sulfate, the residue obtained by evaporation of t... Starting materials: ClC(=O)OC (Methyl chloroformate), ClC=1C=CC(=C(C(=O)NC2=CC(=CC(=C2)C(F)(F)F)C(F)(F)F)C1)O (5-Chloro-2-hydroxy-N-[3,5-bis(trifluoromethyl)phenyl]benzamide), O (water). Yield: 79.1%. Reaction conditions: time 10 minute. The product is ClC=1C=CC(=C(C(=O)NC2=CC(=CC(=C2)C(F)(F)F)C(F)(F)F)C1)OC(=O)OC (5-Chloro-2-(methoxycarbonyl)oxy-N-[3,5-bis(trifluoromethyl)phenyl]benzamide). Starting materials: [N+](=O)([O-])C1=C(C=CC(=C1)C(C)(C)C)O (2-nitro-4-t-butyl phenol), [H][H] (hydrogen). Reagents/catalysts: [Pd] (Pd/C). The solvent is C(C)(=O)OCC (ethyl acetate). The product is NC1=C(C=CC(=C1)C(C)(C)C)O (amine). Isolated yield 81.5%. RXN SMILES: [N+:1]([C:4]1[CH:9]=[C:8]([C:10]([CH3:13])([CH3:12])[CH3:11])[CH:7]=[CH:6][C:5]=1[OH:14])([O-])=O.[H][H]>C(OCC)(=O)C.[Pd]>[NH2:1][C:4]1[CH:9]=[C:8]([C:10]([CH3:12])([CH3:11])[CH3:13])[CH:7]=[CH:6][C:5]=1[OH:14]. Procedure: Commercially available 4-t-butyl phenol (30 g, 0.2 mole) is dissolved in 200 ml ethyl acetate in a 500 ml round bottom flask fitted with a mechanical stirrer, and cooled to 0° C. The mixture is treated with nitric acid (13 ml, in 13 ml water) dropwise over 10 minutes and then a catalytic amount of NaNO2. After 45 minutes the reaction is washed with excess 1N HCl and the organic layer is dried over MgSO4 and stripped to yield 37 g of 2-nitro-4-t-butyl phenol. This nitrophenol (37 g, 0.19 mole) is...